Dataset: the Open Reaction Database (ORD), a public repository of structured organic reaction records. Task: describe an organic reaction: reactants, conditions, products, and yield The reactants are COc1ccc(N)cc1, Clc1nc(Cl)c2ccccc2n1. The product is COc1ccc(Nc2nc(Cl)nc3ccccc23)cc1. As a reaction SMILES: [CH3:13][O:14][c:15]1[cH:16][cH:17][c:18]([NH2:19])[cH:20][cH:21]1.[Cl:1][c:2]1[n:3][c:4]2[cH:5][cH:6][cH:7][cH:8][c:9]2[c:10]([Cl:12])[n:11]1>>[Cl:1][c:2]1[n:3][c:4]2[cH:5][cH:6][cH:7][cH:8][c:9]2[c:10]([NH:19][c:18]2[cH:17][cH:16][c:15]([O:14][CH3:13])[cH:21][cH:20]2)[n:11]1. Starting materials: COC(CN1C(C(=C(C1)O)C1=CC(N(C1)CC(=O)OC)=O)=O)=O (1,1',5,5'-tetrahydro-4-hydroxy-2,2'-dioxo-[3,4'-bi-2H-pyrrole]-1,1'-diacetic acid dimethyl ester), N1CCOCC1 (morpholine). Product: OC1=C(C(N(C1)CC(=O)N1CCOCC1)=O)C1=CC(N(C1)CC(=O)N1CCOCC1)=O (1,1',5,5'-tetrahydro-4-hydroxy-2,2'-dioxo-[3,4'-bi-2H-pyrrole]-1,1'-diacetic acid dimorpholide). RXN SMILES: CO[C:3](=[O:23])[CH2:4][N:5]1[CH2:9][C:8]([OH:10])=[C:7]([C:11]2[CH2:15][N:14]([CH2:16][C:17]([O:19]C)=O)[C:13](=[O:21])[CH:12]=2)[C:6]1=[O:22].[NH:24]1[CH2:29][CH2:28][O:27][CH2:26][CH2:25]1>>[OH:10][C:8]1[CH2:9][N:5]([CH2:4][C:3]([N:24]2[CH2:29][CH2:28][O:27][CH2:26][CH2:25]2)=[O:23])[C:6](=[O:22])[C:7]=1[C:11]1[CH2:15][N:14]([CH2:16][C:17]([N:24]2[CH2:29][CH2:28][O:27][CH2:26][CH2:25]2)=[O:19])[C:13](=[O:21])[CH:12]=1. Procedure details: Analogously to the procedure described in Example 2, from 4.8 g (0.015 mol) of 1,1',5,5'-tetrahydro-4-hydroxy-2,2'-dioxo-[3,4'-bi-2H-pyrrole]-1,1'-diacetic acid dimethyl ester and 25 ml of morpholine there is obtained 1,1',5,5'-tetrahydro-4-hydroxy-2,2'-dioxo-[3,4'-bi-2H-pyrrole]-1,1'-diacetic acid dimorpholide in the form of pale yellow crystals having a melting point of 250° (decomposition). RXN SMILES: [C:1]([Mg]Br)([CH3:3])=[CH2:2].[C:6]([O:10][C:11]([N:13]1[CH2:18][CH2:17][N:16]([C:19]2[CH:24]=[CH:23][C:22]([N+]([O-])=O)=[CH:21][CH:20]=2)[CH2:15][CH2:14]1)=[O:12])([CH3:9])([CH3:8])[CH3:7].[Cl-].[NH4+:29]>C1COCC1>[C:6]([O:10][C:11]([N:13]1[CH2:18][CH2:17][N:16]([C:19]2[CH:24]=[CH:23][CH:22]=[C:21]3[C:20]=2[NH:29][C:1]([CH3:3])=[CH:2]3)[CH2:15][CH2:14]1)=[O:12])([CH3:9])([CH3:8])[CH3:7] |f:2.3|. Run in C1CCOC1 (THF), C1CCOC1 (THF). Procedure: Isopropenyl magnesium bromide (234 mL of a 0.5 M solution in THF, 117 mmol) was slowly added to a −40° C. solution of 4-(4-nitrophenyl)-piperazine-1-carboxylic acid tert-butyl ester (12 g, 39 mmol) in 200 mL of THF and the resulting mixture was stirred at −40° C. for 20 min. Saturated aqueous ammonium chloride was added and the mixture was extracted with ethyl acetate. The extract was washed with water and brine, dried (sodium sulfate) and evaporated. Silica gel chromatography (20% ethyl acetate... Conditions: temperature -40 celsius, time 20 minute. The reactants are [Cl-].[NH4+] (ammonium chloride), C(=C)(C)[Mg]Br (Isopropenyl magnesium bromide), solution, C(C)(C)(C)OC(=O)N1CCN(CC1)C1=CC=C(C=C1)[N+](=O)[O-] (4-(4-nitrophenyl)-piperazine-1-carboxylic acid tert-butyl ester). Yields the product C(C)(C)(C)OC(=O)N1CCN(CC1)C=1C=CC=C2C=C(NC12)C (4-(2-methyl-1H-indol-7-yl)-piperazine-1-carboxylic acid tert-butyl ester). The reactants are N1(N=NC=C1)CCCC=1C=C(C=CC1)O (3-[3-(1H-1,2,3-triazol-1-yl)propyl]phenol), [H-].[Na+] (sodium hydride), ClCC=1N=C(OC1)\C=C\C1=C(C=C(C=C1)F)F (4-(chloromethyl)-2-[(E)-2-(2,4-difluorophenyl)ethenyl]-1,3-oxazole). The product is FC1=C(C=CC(=C1)F)/C=C/C=1OC=C(N1)COC=1C=C(C=CC1)CCCN1N=NC=C1 (1-{3-[3-({2-[(E)-2-(2,4-difluorophenyl)ethenyl]-1,3-oxazol-4-yl}methoxy)phenyl]propyl}-1H-1,2,3-triazole). The yield is 86.5%. Reaction SMILES: [N:1]1([CH2:6][CH2:7][CH2:8][C:9]2[CH:10]=[C:11]([OH:15])[CH:12]=[CH:13][CH:14]=2)[CH:5]=[CH:4][N:3]=[N:2]1.[H-].[Na+].Cl[CH2:19][C:20]1[N:21]=[C:22](/[CH:25]=[CH:26]/[C:27]2[CH:32]=[CH:31][C:30]([F:33])=[CH:29][C:28]=2[F:34])[O:23][CH:24]=1>>[F:34][C:28]1[CH:29]=[C:30]([F:33])[CH:31]=[CH:32][C:27]=1/[CH:26]=[CH:25]/[C:22]1[O:23][CH:24]=[C:20]([CH2:19][O:15][C:11]2[CH:10]=[C:9]([CH2:8][CH2:7][CH2:6][N:1]3[CH:5]=[CH:4][N:3]=[N:2]3)[CH:14]=[CH:13][CH:12]=2)[N:21]=1 |f:1.2|. Procedure: Using 3-[3-(1H-1,2,3-triazol-1-yl)propyl]phenol (143 mg), 65% oily sodium hydride (28 mg) and 4-(chloromethyl)-2-[(E)-2-(2,4-difluorophenyl)ethenyl]-1,3-oxazole (188 mg), the same reaction as Example 2 was carried out to yield the titled compound (257 mg). Reactants: CN(C1=CC(=C(C=N1)C=1N=C(C(=NC1CC)N[C@@H]1CN(C[C@@H]1OCC)C(=O)OCC1=CC=CC=C1)CC)C)C (benzyl (3R,4S)-3-({5-[6-(dimethylamino)-4-methylpyridin-3-yl]-3,6-diethylpyrazin-2-yl}amino)-4-ethoxypyrrolidine-1-carboxylate), CC1=C(C=CC(=C1)OC)B(O)O (2-methyl-4-methoxy-phenyl boronic acid). The product is C(C)C=1C(=NC(=C(N1)C1=C(C=C(C=C1)OC)C)CC)N[C@@H]1CN(C[C@@H]1OCC)C(=O)OCC1=CC=CC=C1 (benzyl (3R,4S)-3-{[3,6-diethyl-5-(4-methoxy-2-methylphenyl)pyrazin-2-yl]amino}-4-ethoxypyrrolidine-1-carboxylate). Reaction SMILES: CN(C)C1N=CC([C:9]2[N:10]=[C:11]([CH2:36][CH3:37])[C:12]([NH:17][C@H:18]3[C@@H:22]([O:23][CH2:24][CH3:25])[CH2:21][N:20]([C:26]([O:28][CH2:29][C:30]4[CH:35]=[CH:34][CH:33]=[CH:32][CH:31]=4)=[O:27])[CH2:19]3)=[N:13][C:14]=2[CH2:15][CH3:16])=C(C)C=1.[CH3:40][C:41]1[CH:46]=[C:45]([O:47][CH3:48])[CH:44]=[CH:43][C:42]=1B(O)O>>[CH2:36]([C:11]1[C:12]([NH:17][C@H:18]2[C@@H:22]([O:23][CH2:24][CH3:25])[CH2:21][N:20]([C:26]([O:28][CH2:29][C:30]3[CH:31]=[CH:32][CH:33]=[CH:34][CH:35]=3)=[O:27])[CH2:19]2)=[N:13][C:14]([CH2:15][CH3:16])=[C:9]([C:42]2[CH:43]=[CH:44][C:45]([O:47][CH3:48])=[CH:46][C:41]=2[CH3:40])[N:10]=1)[CH3:37]. Procedure details: Following the procedure for the preparation of benzyl (3R,4S)-3-({5-[6-(dimethylamino)-4-methylpyridin-3-yl]-3,6-diethylpyrazin-2-yl}amino)-4-ethoxypyrrolidine-1-carboxylate and but substituting 2-methyl-4-methoxy-phenyl boronic acid provided the title compound as an amorphous solid. 1H NMR (CDCl3) δ 1.04, 1.21, 2.04, 2.40, 2.65, 3.22˜3.26, 3.41, 3.52˜3.68, 3.75, 3.94, 4.03, 4.68, 5.08, 6.70, 6.74, 7.02, 7.28˜7.32; IR (liq.) 2971 (s), 2339 (w), 2166 (w), 2082 (w), 1957 (w), 1708 (s), 1564 (s), 1... Reactants: C(C)(C)(C)OC(=O)N1CCN(CC1)C=1C(N(N=C(C1C)C1=CC(=C(C=C1)C)F)CC(C)C)=O (4-(4-tert-butoxycarbonyl-1-piperazinyl)-methyl-6-(3-fluoro-4-methylphenyl)-2-isobutyl-2H-pyridazin-3-one), C(C(C)C)N1N=C(C=C(C1=O)COS(=O)(=O)C)C1=CC=C(C=C1)SC (2-isobutyl-4-methanesulfonyloxymethyl-6-[4-(methylthio)phenyl]-2H-pyridazin-3-one), CN1CCNCC1 (1-methylpiperazine). The product is C(C(C)C)N1N=C(C(=C(C1=O)N1CCN(CC1)C)C)C1=CC=C(C=C1)SC (2-isobutyl-4-(4-methyl-1-piperazinyl)-methyl-6-[4-(methylthio)phenyl]-2H-pyridazin-3-one). Yield: 68.3%. Reaction SMILES: C(O[C:6]([N:8]1[CH2:13][CH2:12][N:11]([C:14]2[C:15](=[O:33])[N:16]([CH2:29][CH:30]([CH3:32])[CH3:31])[N:17]=[C:18]([C:21]3[CH:26]=[CH:25][C:24](C)=[C:23](F)[CH:22]=3)[C:19]=2[CH3:20])[CH2:10][CH2:9]1)=O)(C)(C)C.C(N1C(=O)C(CO[S:47]([CH3:50])(=O)=O)=CC(C2C=CC(SC)=CC=2)=N1)C(C)C.CN1CCNCC1>>[CH2:29]([N:16]1[C:15](=[O:33])[C:14]([N:11]2[CH2:12][CH2:13][N:8]([CH3:6])[CH2:9][CH2:10]2)=[C:19]([CH3:20])[C:18]([C:21]2[CH:26]=[CH:25][C:24]([S:47][CH3:50])=[CH:23][CH:22]=2)=[N:17]1)[CH:30]([CH3:32])[CH3:31]. Reported procedure: Following the procedure of Example 1 (10), 2-isobutyl-4-methanesulfonyloxymethyl-6-[4-(methylthio)phenyl]-2H-pyridazin-3-one and 1-methylpiperazine were reacted to yield the title compound as a yellow oil (yield: 68.3%). Reactants: P(=O)(O)(O)CNCC(=O)O (N-(phosphonomethyl)-glycine), C(C)(C)N (isopropylamine). The solvent is C(C)O (ethanol). Product: C(C)(C)[NH3+] (mono-isopropylammonium), P(=O)(O)(O)CNCC(=O)O (N-(phosphonomethyl)-glycine). As a reaction SMILES: [P:1]([CH2:5][NH:6][CH2:7][C:8]([OH:10])=[O:9])([OH:4])([OH:3])=[O:2].[CH:11]([NH2:14])([CH3:13])[CH3:12]>C(O)C>[CH:11]([NH3+:14])([CH3:13])[CH3:12].[P:1]([CH2:5][NH:6][CH2:7][C:8]([OH:10])=[O:9])([OH:4])([OH:3])=[O:2]. Procedure: 50 g (0.3 moles) of N-(phosphonomethyl)-glycine are reacted with 17.5 g (0.3 moles) of isopropylamine in 200 ml of 96% ethanol at room temperature. The mixture is refluxed for half an hour, filtered, concentrated by evaporation and crystallized. 69 g (0.3 moles) of crystalline, dried mono-isopropylammonium salt of N-(phosphonomethyl)-glycine are obtained. The product is not hygroscopic, readily soluble in water. Melting range 161°-163° C. It contains 73.9% N-(phosphonomethyl)-glycine Yield 99.95...